The task is: describe an organic reaction: reactants, conditions, products, and yield. This data is from the Open Reaction Database (ORD), a public repository of structured organic reaction records. Yields the product [Pt] (platinum), [C].C(C)O.[O-]CC.[Na+] (carbon sodium ethoxide ethanol). The solvent is C(C)O (ethanol), C(C)O (ethanol). The reactants are [O-]CC.[Na+] (Sodium ethoxide), [Pt](Cl)Cl (platinum chloride). Reported procedure: Sodium ethoxide (0.416 g) was dissolved in 20 mL of ethanol, then combined with platinum chloride (0.333 g) and agitated until it became clear. The resulting mixture was then added to a carbon support slurry which was dispersed in 10 mL of ethanol and further agitated to produce a platinum precursor-carbon-sodium ethoxide ethanol mixture. Reaction SMILES: [O-:1][CH2:2][CH3:3].[Na+:4].[Pt:5](Cl)Cl>C(O)C>[Pt:5].[C:2].[CH2:2]([OH:1])[CH3:3].[O-:1][CH2:2][CH3:3].[Na+:4] |f:0.1,5.6.7.8|. The reactants are C(C1=CC=CC=C1)Cl (Benzyl chloride), C(=O)([O-])[O-].[K+].[K+] (K2CO3), ClC1=C2CCCCC2=CC(=C1O)[N+](=O)[O-] (5-Chloro-6-hydroxy-7-nitrotetralin). Solvent: CN(C)C=O (DMF). Reaction conditions: time 24 hour. Product: C(C1=CC=CC=C1)OC=1C(=C2CCCCC2=CC1[N+](=O)[O-])Cl (6-Benzyloxy-5-chloro-7-nitrotetralin). The yield is 69.2%. As a reaction SMILES: [Cl:1][C:2]1[C:11]([OH:12])=[C:10]([N+:13]([O-:15])=[O:14])[CH:9]=[C:8]2[C:3]=1[CH2:4][CH2:5][CH2:6][CH2:7]2.[CH2:16](Cl)[C:17]1[CH:22]=[CH:21][CH:20]=[CH:19][CH:18]=1.C([O-])([O-])=O.[K+].[K+]>CN(C=O)C>[CH2:16]([O:12][C:11]1[C:2]([Cl:1])=[C:3]2[C:8](=[CH:9][C:10]=1[N+:13]([O-:15])=[O:14])[CH2:7][CH2:6][CH2:5][CH2:4]2)[C:17]1[CH:22]=[CH:21][CH:20]=[CH:19][CH:18]=1 |f:2.3.4|. Reported procedure: 5-Chloro-6-hydroxy-7-nitrotetralin (2.28 g, 10.0 mmol) was dissolved in dry DMF (40 mL) and flushed with argon. Benzyl chloride (11.5 mL, 100.0 mmol) n-Bu4NI (95 mg, 0.25 mmol) and K2CO3 (41.5 g, 30.0 mmol) were added. The reaction mixture was stirred for 24 h at room temperature, protected from light. The salts were filtered off and the solvent and excess of BnCl were co-evaporated with xylene (3×200 mL) and CH2Cl2 (200 mL), followed by vacuum-drying. The crude product (5.8 g) was purified by f... Starting materials: CO, Cc1cc(C#N)ccn1, Cl, NO, [Na+], O=C([O-])O. The product is Cc1cc(C(=N)NO)ccn1. RXN SMILES: [CH3:18][OH:19].[CH3:1][c:2]1[cH:3][c:4]([C:5]#[N:6])[cH:7][cH:8][n:9]1.[ClH:10].[NH2:11][OH:12].[Na+:17].[O-:13][C:14]([OH:15])=[O:16]>>[CH3:1][c:2]1[cH:3][c:4]([C:5](=[NH:6])[NH:11][OH:12])[cH:7][cH:8][n:9]1. Reactants: N (ammonia), ClC1SC2=C(NC1=O)C=CC=C2 (2-chloro-3,4-dihydro-3-oxo-2H-1,4-benzothiazine). Solvent: C(Cl)Cl (methylene chloride). Product: NC1SC2=C(NC1=O)C=CC=C2 (2-Amino-3,4-dihydro-3-oxo-2H-1,4-benzothiazine). Yield: 41.0%. RXN SMILES: [NH3:1].Cl[CH:3]1[C:8](=[O:9])[NH:7][C:6]2[CH:10]=[CH:11][CH:12]=[CH:13][C:5]=2[S:4]1>C(Cl)Cl>[NH2:1][CH:3]1[C:8](=[O:9])[NH:7][C:6]2[CH:10]=[CH:11][CH:12]=[CH:13][C:5]=2[S:4]1. Procedure details: Anhydrous ammonia gas was bubbled for one hour through a suspension of 500 mg (2.5 mmol) of 2-chloro-3,4-dihydro-3-oxo-2H-1,4-benzothiazine (prepared by the method of Worley, et al; J. Org. Chem., 40, 1731-1734 (1975)) in 5 mL of methylene chloride. The mixture was filtered through Celite and the filtrate evaporated under vacuum. The residue was triturated with 20 mL of chloroform, filtered and the filtrate evaporated under vacuum. Purification by flash chromatography on silica, eluting with eth... The reactants are ClC=1C=C(C=C(C1)C(F)(F)F)C1(CC(=NO1)C1=CC(=C(C=C1)C(=O)N1CC(NC(C1)=O)=O)C)C(F)(F)F (4-[(4-[5-[3-chloro-5-(trifluoromethyl)phenyl]-5-(trifluoromethyl)-4,5-dihydro-1,2-oxazol-3-yl]-2-methylphenyl)carbonyl]piperazine-2,6-dione), C([O-])([O-])=O.[K+].[K+] (potassium carbonate), FC(CCI)(F)F (1,1,1-trifluoro-3-iodopropane), CN(C=O)C (N,N-dimethylformamide). Run in O (H2O), CC#N (CH3CN). Conditions: time 8 hour. Yields the product ClC=1C=C(C=C(C1)C(F)(F)F)C1(CC(=NO1)C1=CC(=C(C=C1)C(=O)N1CC(N(C(C1)=O)CCC(F)(F)F)=O)C)C(F)(F)F (4-[(4-[5-[3-chloro-5-(trifluoromethyl)phenyl]-5-(trifluoromethyl)-4,5-dihydro-1,2-oxazol-3-yl]-2-methylphenyl)carbonyl]-1-(3,3,3-trifluoropropyl)piperazine-2,6-dione). Reaction SMILES: [Cl:1][C:2]1[CH:3]=[C:4]([C:12]2([C:34]([F:37])([F:36])[F:35])[O:16][N:15]=[C:14]([C:17]3[CH:22]=[CH:21][C:20]([C:23]([N:25]4[CH2:30][C:29](=[O:31])[NH:28][C:27](=[O:32])[CH2:26]4)=[O:24])=[C:19]([CH3:33])[CH:18]=3)[CH2:13]2)[CH:5]=[C:6]([C:8]([F:11])([F:10])[F:9])[CH:7]=1.[F:38][C:39]([F:44])([F:43])[CH2:40][CH2:41]I.CN(C)C=O.C(=O)([O-])[O-].[K+].[K+]>O.CC#N>[Cl:1][C:2]1[CH:3]=[C:4]([C:12]2([C:34]([F:35])([F:36])[F:37])[O:16][N:15]=[C:14]([C:17]3[CH:22]=[CH:21][C:20]([C:23]([N:25]4[CH2:30][C:29](=[O:31])[N:28]([CH2:41][CH2:40][C:39]([F:44])([F:43])[F:38])[C:27](=[O:32])[CH2:26]4)=[O:24])=[C:19]([CH3:33])[CH:18]=3)[CH2:13]2)[CH:5]=[C:6]([C:8]([F:11])([F:10])[F:9])[CH:7]=1 |f:3.4.5|. Reported procedure: Into a 50-mL round-bottom flask, was placed 4-[(4-[5-[3-chloro-5-(trifluoromethyl)phenyl]-5-(trifluoromethyl)-4,5-dihydro-1,2-oxazol-3-yl]-2-methylphenyl)carbonyl]piperazine-2,6-dione (200 mg, 0.36 mmol, 1.00 equiv), 1,1,1-trifluoro-3-iodopropane (163.5 mg, 0.73 mmol, 2.00 equiv), N,N-dimethylformamide (10 mL), potassium carbonate (100.7 mg, 0.73 mmol, 2.00 equiv). The resulting solution was stirred overnight at room temperature. The resulting solution was diluted with 60 mL of H2O. The resultin... The reactants are CCOC(C)=O, C[O-], CO, COc1ccc(N(C)c2nc(Cl)nc3ccccc23)cc1, [Na+]. Yields the product COc1ccc(N(C)c2nc(OC)nc3ccccc23)cc1. RXN SMILES: [CH2:27]([O:28][C:29](=[O:30])[CH3:31])[CH3:32].[CH3:22][O-:23].[CH3:25][OH:26].[Cl:1][c:2]1[n:3][c:4]2[cH:5][cH:6][cH:7][cH:8][c:9]2[c:10]([N:12]([CH3:13])[c:14]2[cH:15][cH:16][c:17]([O:20][CH3:21])[cH:18][cH:19]2)[n:11]1.[Na+:24]>>[c:2]1([O:23][CH3:22])[n:3][c:4]2[cH:5][cH:6][cH:7][cH:8][c:9]2[c:10]([N:12]([CH3:13])[c:14]2[cH:15][cH:16][c:17]([O:20][CH3:21])[cH:18][cH:19]2)[n:11]1. The reactants are IC1=CC=NC(=C1C(=O)O)OC (4-iodo-2-methoxynicotinic acid), CCN(C(C)C)C(C)C (DIEA), Cl.COC1=CC=C(CNN)C=C1 ((4-methoxybenzyl)hydrazine hydrochloride), CCN=C=NCCCN(C)C.Cl (EDCI hydrochloride), C=1C=CC2=C(C1)N=NN2O (HOBt). Solvent: O (water), CN(C)C=O (DMF). Reaction conditions: time 8 hour. Product: IC1=CC=NC(=C1C(=O)NNCC1=CC=C(C=C1)OC)OC (4-iodo-2-methoxy-N′-(4-methoxybenzyl)nicotinohydrazide). The yield is 34.2%. Reaction SMILES: [I:1][C:2]1[C:7]([C:8]([OH:10])=O)=[C:6]([O:11][CH3:12])[N:5]=[CH:4][CH:3]=1.CCN(C(C)C)C(C)C.Cl.[CH3:23][O:24][C:25]1[CH:33]=[CH:32][C:28]([CH2:29][NH:30][NH2:31])=[CH:27][CH:26]=1.CCN=C=NCCCN(C)C.Cl.C1C=CC2N(O)N=NC=2C=1>CN(C=O)C.O>[I:1][C:2]1[C:7]([C:8]([NH:31][NH:30][CH2:29][C:28]2[CH:32]=[CH:33][C:25]([O:24][CH3:23])=[CH:26][CH:27]=2)=[O:10])=[C:6]([O:11][CH3:12])[N:5]=[CH:4][CH:3]=1 |f:2.3,4.5|. Procedure: To a solution of 4-iodo-2-methoxynicotinic acid (3.00 g) obtained in Step C of Example 6 in DMF (100 mL) were added DIEA (1.88 mL), (4-methoxybenzyl)hydrazine hydrochloride (2.06 g), EDCI hydrochloride (2.03 g) and HOBt (1.45 g) at 0° C., and the mixture was stirred overnight at room temperature. To the reaction mixture was added water, and the mixture was extracted with ethyl acetate. The organic layer was dried over anhydrous sodium sulfate, filtered, and concentrated under reduced pressure. T...